From a dataset of the Open Reaction Database (ORD), a public repository of structured organic reaction records. describe an organic reaction: reactants, conditions, products, and yield The reactants are CCOC(=O)C(C)(O)CN(Cc1ccccc1)C1CCCCC1, CCN(CC)S(F)(F)F, ClCCl. The product is CCOC(=O)C(C)(F)CN(Cc1ccccc1)C1CCCCC1. RXN SMILES: [CH2:1]([c:2]1[cH:3][cH:4][cH:5][cH:6][cH:7]1)[N:8]([CH2:9][C:10]([C:11](=[O:12])[O:13][CH2:14][CH3:15])([CH3:16])[OH:17])[CH:18]1[CH2:19][CH2:20][CH2:21][CH2:22][CH2:23]1.[CH2:24]([N:25]([S:26]([F:27])([F:28])[F:30])[CH2:29][CH3:31])[CH3:32].[Cl:33][CH2:34][Cl:35]>>[CH2:1]([c:2]1[cH:3][cH:4][cH:5][cH:6][cH:7]1)[N:8]([CH2:9][C:10]([C:11](=[O:12])[O:13][CH2:14][CH3:15])([CH3:16])[F:30])[CH:18]1[CH2:19][CH2:20][CH2:21][CH2:22][CH2:23]1.